This data is from the Open Reaction Database (ORD), a public repository of structured organic reaction records. The task is: describe an organic reaction: reactants, conditions, products, and yield Reactants: BrC=1C=C(C=C(C1)Br)N1CCN(CC1)CC1=CC=C(C=C1)[N+](=O)[O-] (1-(3,5-dibromophenyl)-4-(p-nitrobenzyl)piperazine). The reagents and catalysts are [Cl-].[Cl-].[Cl-].[Ti+3] (titanium trichloride). Product: BrC=1C=C(C=C(C1)Br)N1CCN(CC1)CC1=CC=C(C=C1)N (1-(3,5-dibromophenyl)-4-[(4-aminophenyl)methyl]piperazine). As a reaction SMILES: [Br:1][C:2]1[CH:3]=[C:4]([N:9]2[CH2:14][CH2:13][N:12]([CH2:15][C:16]3[CH:21]=[CH:20][C:19]([N+:22]([O-])=O)=[CH:18][CH:17]=3)[CH2:11][CH2:10]2)[CH:5]=[C:6]([Br:8])[CH:7]=1>[Cl-].[Cl-].[Cl-].[Ti+3]>[Br:1][C:2]1[CH:3]=[C:4]([N:9]2[CH2:14][CH2:13][N:12]([CH2:15][C:16]3[CH:21]=[CH:20][C:19]([NH2:22])=[CH:18][CH:17]=3)[CH2:11][CH2:10]2)[CH:5]=[C:6]([Br:8])[CH:7]=1 |f:1.2.3.4|. Procedure details: In the manner given in Example 1B, 1-(3,5-dibromophenyl)-4-(p-nitrobenzyl)piperazine is reduced with aqueous titanium trichloride to give 1-(3,5-dibromophenyl)-4-[(4-aminophenyl)methyl]piperazine. Starting materials: COC1=CC=C(COC=2C=C(C=O)C=CC2OCC2=CC=C(C=C2)OC)C=C1 (3,4-di(p-methoxybenzyloxy)benzaldehyde), ClCCl (dichloromethane), N1=CC=CC=C1 (pyridine), C(C)(=O)Cl (acetyl chloride). Solvent: C(C)(=O)OCC (ethyl acetate). Reaction conditions: temperature 0 celsius, time 30 minute. Yields the product COC1=CC=C(COC=2C=C(C=CC2OCC2=CC=C(C=C2)OC)C(C)(O)OCC2=CC=CC=C2)C=C1 (3,4-di(p-methoxybenzyloxy)benzyloxyphenylethanol). The yield is 85.0%. RXN SMILES: [CH3:1][O:2][C:3]1[CH:28]=[CH:27][C:6]([CH2:7][O:8][C:9]2[CH:10]=[C:11]([CH:14]=[CH:15][C:16]=2[O:17][CH2:18][C:19]2[CH:24]=[CH:23][C:22]([O:25][CH3:26])=[CH:21][CH:20]=2)[CH:12]=[O:13])=[CH:5][CH:4]=1.N1[CH:34]=[CH:33][CH:32]=[CH:31][CH:30]=1.[C:35](Cl)(=[O:37])[CH3:36].Cl[CH2:40]Cl>C(OCC)(=O)C>[CH3:1][O:2][C:3]1[CH:4]=[CH:5][C:6]([CH2:7][O:8][C:9]2[CH:10]=[C:11]([C:12]([O:37][CH2:35][C:36]3[CH:34]=[CH:33][CH:32]=[CH:31][CH:30]=3)([OH:13])[CH3:40])[CH:14]=[CH:15][C:16]=2[O:17][CH2:18][C:19]2[CH:20]=[CH:21][C:22]([O:25][CH3:26])=[CH:23][CH:24]=2)=[CH:27][CH:28]=1. Reported procedure: To a solution of 3,4-dihydroxy-ω-chloroacetophenone (1) (1.65 g: 8.84 mMol.) in dichloromethane (17 ml) keeping at 0° C. are added pyridine (1.64 ml: 2.3 Eq.) and acetyl chloride (1.45 ml: 2.3 Eq.), and the mixture is stirred at 0° C. for 30 minutes. The reaction mixture is diluted with ethyl acetate, washed with water, dried, and concentrated under reduced pressure to give 3,4-diacetoxy-ω-chloroacetophenone (2) (2.03 g). The reactants are IC1=CN(C=2C1=NC(=CC2)C2=NN=C(O2)N)S(=O)(=O)C2=CC=C(C=C2)C (5-(3-iodo-1-((4-methylphenyl)sulfonyl)-1H-pyrrolo[3,2-b]pyridin-5-yl)-1,3,4-oxadiazol-2-amine), FC1=C(C=CC=C1)B(O)O (2-fluorophenylboronic acid), [O-]P(=O)([O-])[O-].[K+].[K+].[K+] (K3PO4). The reagents and catalysts are CC(C)(C)P(C1=CC=C(C=C1)N(C)C)C(C)(C)C.CC(C)(C)P(C1=CC=C(C=C1)N(C)C)C(C)(C)C.Cl[Pd]Cl (bis-(di-tert-butyl(4-dimethylaminophenyl)phosphine)dichloropalladium(II)). The solvent is CC(C)O (i-PrOH), O (water). Run at temperature 140 celsius. Product: FC1=C(C=CC=C1)C1=CNC=2C1=NC(=CC2)C2=NN=C(O2)N (5-(3-(2-fluorophenyl)-1H-pyrrolo[3,2-b]pyridin-5-yl)-1,3,4-oxadiazol-2-amine). The yield is 16.3%. Reaction SMILES: I[C:2]1[C:6]2=[N:7][C:8]([C:11]3[O:15][C:14]([NH2:16])=[N:13][N:12]=3)=[CH:9][CH:10]=[C:5]2[N:4](S(C2C=CC(C)=CC=2)(=O)=O)[CH:3]=1.[F:27][C:28]1[CH:33]=[CH:32][CH:31]=[CH:30][C:29]=1B(O)O.[O-]P([O-])([O-])=O.[K+].[K+].[K+]>CC(O)C.O.CC(P(C(C)(C)C)C1C=CC(N(C)C)=CC=1)(C)C.CC(P(C(C)(C)C)C1C=CC(N(C)C)=CC=1)(C)C.Cl[Pd]Cl>[F:27][C:28]1[CH:33]=[CH:32][CH:31]=[CH:30][C:29]=1[C:2]1[C:6]2=[N:7][C:8]([C:11]3[O:15][C:14]([NH2:16])=[N:13][N:12]=3)=[CH:9][CH:10]=[C:5]2[NH:4][CH:3]=1 |f:2.3.4.5,8.9.10|. Procedure details: A glass microwave reaction vessel was charged with 5-(3-iodo-1-((4-methylphenyl)sulfonyl)-1H-pyrrolo[3,2-b]pyridin-5-yl)-1,3,4-oxadiazol-2-amine (0.050 g, 0.104 mmol), 2-fluorophenylboronic acid (0.020 g, 0.145 mmol, Sigma-Aldrich), bis-(di-tert-butyl(4-dimethylaminophenyl)phosphine)dichloropalladium(II) (3.68 mg, 5.19 μmol) and K3PO4 (0.066 g, 0.312 mmol) in 70% i-PrOH in water (1.00 mL). The mixture was stirred and heated in an Initiator microwave reactor (Personal Chemistry, Biotage AB, Inc.,... Reactants: C(C1=CC=CC=C1)C1=C(C=CC(=C1)OC)CC(=O)O (2-benzyl-4-methoxyphenylacetic acid), polyphosphoric acid. Solvent: CCOCC (Et2O). Run at time 15 minute. Yields the product COC=1C=CC2=C(CC3=C(C(C2)=O)C=CC=C3)C1 (3-Methoxy-5H-dibenzo[a,d]cycloheptene-10(11H)-one), solid. The yield is 48.0%. RXN SMILES: [CH2:1]([C:8]1[CH:13]=[C:12]([O:14][CH3:15])[CH:11]=[CH:10][C:9]=1[CH2:16][C:17]([OH:19])=O)[C:2]1[CH:7]=[CH:6][CH:5]=[CH:4][CH:3]=1>CCOCC>[CH3:15][O:14][C:12]1[CH:11]=[CH:10][C:9]2[CH2:16][C:17](=[O:19])[C:7]3[CH:6]=[CH:5][CH:4]=[CH:3][C:2]=3[CH2:1][C:8]=2[CH:13]=1. Procedure details: Finely powdered 2-benzyl-4-methoxyphenylacetic acid (3.26 g, 12.72 mmol) was added to well-stirred polyphosphoric acid (165 g) at 100-110° C. After 15 min, the reaction was poured onto ice (330 g). Et2O (330 mL) was added, and the mixture was stirred briskly for 15 min. The layers were separated, and the aqueous layer was extracted with Et2O (330 mL). The combined organic layers were washed with 5% NaHCO3 (2×80 mL) then with brine (80 mL), dried (MgSO4), and concentrated. The residue was reconce... Reactants: BrC/C=C/C(=O)OC (methyl 4-bromocrotonate), methyl ester, methyl 2-amino-(2-thiazoline) 4-acetate, Cl (hydrochloric acid), NC(=S)N (thiourea), C([O-])(O)=O.[Na+] (sodium bicarbonate), [OH-].[Na+] (sodium hydroxide). Solvent: CC(=O)C (acetone), CO (methanol), CC(=O)C (acetone), CO (methanol). The product is Cl.NC=1SCC(N1)CC(=O)O (2-(2-Amino-2-thiazolin-4-yl)acetic Acid Hydrochloride). Yield: 40.0%. As a reaction SMILES: Br[CH2:2]/[CH:3]=[CH:4]/[C:5]([O:7]C)=[O:6].[NH2:9][C:10]([NH2:12])=[S:11].C(=O)(O)[O-].[Na+].[OH-].[Na+].[ClH:20]>CO.CC(C)=O>[ClH:20].[NH2:12][C:10]1[S:11][CH2:2][CH:3]([CH2:4][C:5]([OH:7])=[O:6])[N:9]=1 |f:2.3,4.5,9.10|. Procedure: A solution of 9.3 g. (0.05 mole) methyl 4-bromocrotonate, 3.9 g. (0.05 mole) thiourea and 8.4 g. (0.10 mole) sodium bicarbonate in 200 ml. acetone was heated at reflux for two hours. The resulting mixture was filtered and the filtrate evaporated at reduced pressure to yield 10.0 g. of crude methyl 2-amino-(2-thiazoline)-4-acetate. The methyl ester was dissolved in 60 ml. of 20% (w/w) aqueous methanol, heated with 2.3 g. (0.05 mole) sodium hydroxide and stirred at room temperature for 18 hours. T...